Dataset: the Open Reaction Database (ORD), a public repository of structured organic reaction records. Task: describe an organic reaction: reactants, conditions, products, and yield Starting materials: C(C)(=O)O[C@H]1C=C([C@@H](C2(CCCC2)C1)C(=O)OCC)C (trans-ethyl 9-acetoxy-7-methylspiro[4.5]dec-7-ene-6-carboxylate), C1CCC2=NCCCN2CC1 (DBU). Solvent: Cl (HCl). Run at temperature 20 celsius, time 4 day. Yields the product crude product, CC1=C(C2(CCCC2)CC=C1)C(=O)OC (methyl 7-methylspiro[4.5]deca-6,8-diene-6-carboxylate). Yield: 27.3%. Reaction SMILES: C(O[C@@H:5]1[CH2:14][C:9]2([CH2:13][CH2:12][CH2:11][CH2:10]2)[C@@H:8]([C:15]([O:17][CH2:18]C)=[O:16])[C:7]([CH3:20])=[CH:6]1)(=O)C.C1CCN2C(=NCCC2)CC1>Cl>[CH3:20][C:7]1[CH:6]=[CH:5][CH2:14][C:9]2([CH2:10][CH2:11][CH2:12][CH2:13]2)[C:8]=1[C:15]([O:17][CH3:18])=[O:16]. Reported procedure: A solution of a 30:70 mixture of cis-/trans-ethyl 9-acetoxy-7-methylspiro[4.5]dec-7-ene-6-carboxylate (2.7 g, 9.6 mmol) in DBU (15 ml, 97 mmol) was stirred for 4 d at 20° C. The reaction mixture was poured into cold 2N aqueous HCl (50 ml), and extracted twice with MTBE (50 ml). The combined organic phases were washed with 2N aqueous HCl (30 ml), with water (40 ml), with a saturated aqueous solution of NaCl (40 ml), dried (MgSO4), and concentrated. FC (250 g SiO2, pentane/Et2O 100:1) of the crude... The reactants are CCN=C=NCCCN(C)C, CCN(C(C)C)C(C)C, OCCC1(c2ccc(Cl)c(Cl)c2)CCNC1, ClCCl, Cl, O=C(O)c1cc(F)c(F)c(F)c1, O, On1nnc2ccccc21. Product: O=C(c1cc(F)c(F)c(F)c1)N1CCC(CCO)(c2ccc(Cl)c(Cl)c2)C1. Reaction SMILES: [CH2:39]([N:40]=[C:41]=[N:42][CH2:43][CH2:44][CH2:45][N:46]([CH3:47])[CH3:48])[CH3:49].[CH:29]([N:30]([CH2:31][CH3:32])[CH:33]([CH3:34])[CH3:35])([CH3:36])[CH3:37].[Cl:1][c:2]1[cH:3][c:4]([C:9]2([CH2:14][CH2:15][OH:16])[CH2:10][NH:11][CH2:12][CH2:13]2)[cH:5][cH:6][c:7]1[Cl:8].[Cl:61][CH2:62][Cl:63].[ClH:38].[F:17][c:18]1[cH:19][c:20]([C:21](=[O:22])[OH:23])[cH:24][c:25]([F:28])[c:26]1[F:27].[OH2:50].[OH:51][n:52]1[c:53]2[cH:54][cH:55][cH:56][cH:57][c:58]2[n:59][n:60]1>>[Cl:1][c:2]1[cH:3][c:4]([C:9]2([CH2:14][CH2:15][OH:16])[CH2:10][N:11]([C:21]([c:20]3[cH:19][c:18]([F:17])[c:26]([F:27])[c:25]([F:28])[cH:24]3)=[O:22])[CH2:12][CH2:13]2)[cH:5][cH:6][c:7]1[Cl:8]. The reactants are N1(CCCCC1)C1CCNCC1 (4-(piperidin-1-yl)piperidine), CS(=O)(=O)OCC[C@]1(CN(CC1)C(C1=C(C=C(C=C1)OC)OC)=O)C1=CC(=C(C=C1)Cl)Cl.C(C)#N (acetonitrile (S)-3-(2-methanesulfonyloxyethyl)-3-(3,4-dichlorophenyl)-1-(2,4-dimethoxybenzoyl)pyrrolidine). Product: ClC=1C=C(C=CC1Cl)[C@]1(CN(CC1)C(C1=C(C=C(C=C1)OC)OC)=O)CCN1CCC(CC1)N1CCCCC1 ((S)-3-(3,4-dichlorophenyl)-1-(2,4-dimethoxybenzoyl)-3-[2-[4-(piperidin-1-yl)piperidin-1-yl]ethyl]pyrrolidine). RXN SMILES: [N:1]1([CH:7]2[CH2:12][CH2:11][NH:10][CH2:9][CH2:8]2)[CH2:6][CH2:5][CH2:4][CH2:3][CH2:2]1.CS(O[CH2:18][CH2:19][C@:20]1([C:37]2[CH:42]=[CH:41][C:40]([Cl:43])=[C:39]([Cl:44])[CH:38]=2)[CH2:24][CH2:23][N:22]([C:25](=[O:36])[C:26]2[CH:31]=[CH:30][C:29]([O:32][CH3:33])=[CH:28][C:27]=2[O:34][CH3:35])[CH2:21]1)(=O)=O.C(#N)C>>[Cl:44][C:39]1[CH:38]=[C:37]([C@:20]2([CH2:19][CH2:18][N:10]3[CH2:11][CH2:12][CH:7]([N:1]4[CH2:6][CH2:5][CH2:4][CH2:3][CH2:2]4)[CH2:8][CH2:9]3)[CH2:24][CH2:23][N:22]([C:25](=[O:36])[C:26]3[CH:31]=[CH:30][C:29]([O:32][CH3:33])=[CH:28][C:27]=3[O:34][CH3:35])[CH2:21]2)[CH:42]=[CH:41][C:40]=1[Cl:43] |f:1.2|. Procedure details: In 30 ml of acetonitrile (S)-3-(2-methanesulfonyloxyethyl)-3-(3,4-dichlorophenyl)-1-(2,4-dimethoxybenzoyl)pyrrolidine (3.17 g), prepared essentially as described, supra, is mixed with an equimolar amount of 4-(piperidin-1-yl)piperidine. The reaction mixture is then heated to reflux and refluxed for about ten hours. The mixture is then concentrated under vacuum and the residue is taken up in methylene chloride and washed with a 3N solution of hydrochloric acid, followed by a wash with brine. The ... Reactants: ethyleneterephtalate, C(=O)=O (carbon dioxide), C([O-])(O)=O.[Na+] (sodium bicarbonate), C1(C2=CC=C(C(=O)OCCO1)C=C2)=O (ethylene terephtalate). The solvent is O (water), O (water). Run at temperature 200 celsius. Product: C(C1=CC=C(C(=O)O)C=C1)(=O)O (terephtalic acid). As a reaction SMILES: C(=O)(O)[O-].[Na+].[C:6]1(=[O:19])[O:16]CC[O:13][C:11](=[O:12])[C:10]2[CH:17]=[CH:18][C:7]1=[CH:8][CH:9]=2.C(=O)=O>O>[C:6]([OH:19])(=[O:16])[C:7]1[CH:18]=[CH:17][C:10]([C:11]([OH:13])=[O:12])=[CH:9][CH:8]=1 |f:0.1|. Reported procedure: In a heated autoclave, provided with a mixer and filled partially with water, cut poly/ethyleneterephtalate/ wastes in a form of scraps of foil and pieces of industrial shapes were placed in the amount of 1000 g together with a solution of 875 g of sodium bicarbonate (NaHCO3) in 10 liters of water, and then a content of the reactor was heated up to 200° C. and the temperature was kept till the digestion of poly/ethylene terephtalate/ was completed and the formation of carbon dioxide was stopped.... Reactants: NC=1C=CC(=NC1)Br (5-Amino-2-bromopyridine), II (iodine). Reagents/catalysts: S(=O)(=O)([O-])[O-].[Ag+2] (silver sulfate). Run in C(C)O (ethanol). Conditions: time 8 hour. The product is BrC1=CC=C(C(=N1)I)N (6-Bromo-2-iodo-pyridin-3-ylamine). The yield is 89.2%. RXN SMILES: [NH2:1][C:2]1[CH:3]=[CH:4][C:5]([Br:8])=[N:6][CH:7]=1.[I:9]I>C(O)C.S([O-])([O-])(=O)=O.[Ag+2]>[Br:8][C:5]1[N:6]=[C:7]([I:9])[C:2]([NH2:1])=[CH:3][CH:4]=1 |f:3.4|. Procedure: 5.0 g 5-Amino-2-bromopyridine were dissolved in 70 ml ethanol. 9.0 g silver sulfate and 7.33 g iodine were added. The reaction mixture was stirred at room temperature overnight. The solvent was removed in vacuo and the residue diluted with 500 ml ethyl acetate and filtered over a celite pad. The filtrate was washed with 200 ml saturated Na2S203 solution and water, dried over MgSO4 and then the solvent was removed in vacuo to obtain 7.7 g 6-Bromo-2-iodo-pyridin-3-ylamine. The reactants are ClC1=CC2=C(C(NC3=NC=CC=C23)=O)C=C1 (9-Chloro-5H-benzo[c][1,8]naphthyridin-6-one), CC(C)([O-])C.[Na+] (sodium tert-butoxide), CC=1C=C(CN)C=CC1 (3-methylbenzylamine), C1(CCCCC1)P(C1=C(C=CC=C1)C1=C(C=C(C=C1C(C)C)C(C)C)C(C)C)C1CCCCC1 (2-dicyclohexylphosphino-2′,4′,6′-triisopropylbiphenyl). The reagents and catalysts are C(C)(=O)[O-].[Pd+2].C(C)(=O)[O-] (palladium(II) acetate). The solvent is O1CCOCC1 (dioxane). Run at temperature 100 celsius, time 8 hour. The product is CC1=C(CNC2=CC3=C(C(NC4=NC=CC=C34)=O)C=C2)C=CC=C1 (9-(2-Methyl-benzylamino)-5H-benzo[c][1,8]naphthyridin-6-one). The yield is 285.4%. RXN SMILES: Cl[C:2]1[CH:16]=[CH:15][C:5]2[C:6](=[O:14])[NH:7][C:8]3[C:13]([C:4]=2[CH:3]=1)=[CH:12][CH:11]=[CH:10][N:9]=3.C[C:18]1[CH:19]=[C:20]([CH:23]=[CH:24][CH:25]=1)[CH2:21][NH2:22].[CH:26]1(P(C2CCCCC2)C2C=CC=CC=2C2C(C(C)C)=CC(C(C)C)=CC=2C(C)C)CCCCC1.CC(C)([O-])C.[Na+]>O1CCOCC1.C([O-])(=O)C.[Pd+2].C([O-])(=O)C>[CH3:26][C:19]1[CH:18]=[CH:25][CH:24]=[CH:23][C:20]=1[CH2:21][NH:22][C:2]1[CH:16]=[CH:15][C:5]2[C:6](=[O:14])[NH:7][C:8]3[C:13]([C:4]=2[CH:3]=1)=[CH:12][CH:11]=[CH:10][N:9]=3 |f:3.4,6.7.8|. Procedure details: 9-Chloro-5H-benzo[c][1,8]naphthyridin-6-one (50 mg, 0.22 mmol), 3-methylbenzylamine (53 mg, 0.43 mmol), palladium(II) acetate (2 mg, 0.01 mmol), 2-dicyclohexylphosphino-2′,4′,6′-triisopropylbiphenyl (10 mg, 0.02 mmol), and sodium tert-butoxide (63 mg, 0.65 mmol) were suspended in dioxane (2 mL), and stirred overnight at 100° C. The reaction mixture was concentrated, diluted with H2O/EtOAc, and filtered. The precipitate was washed with EtOAc/H2O and purified via prep-LC-MS. The purified product w... Starting materials: Brc1c[nH]cn1, Cc1cc(-c2ccc(C(F)(F)F)cc2)nc(Cl)n1. Yields the product Cc1cc(-c2ccc(C(F)(F)F)cc2)nc(-n2cnc(Br)c2)n1. As a reaction SMILES: [Br:19][c:20]1[n:21][cH:22][nH:23][cH:24]1.[Cl:1][c:2]1[n:3][c:4](-[c:9]2[cH:10][cH:11][c:12]([C:15]([F:16])([F:17])[F:18])[cH:13][cH:14]2)[cH:5][c:6]([CH3:8])[n:7]1>>[c:2]1(-[n:23]2[cH:22][n:21][c:20]([Br:19])[cH:24]2)[n:3][c:4](-[c:9]2[cH:10][cH:11][c:12]([C:15]([F:16])([F:17])[F:18])[cH:13][cH:14]2)[cH:5][c:6]([CH3:8])[n:7]1. Reactants: CC1(N(C1)P(=S)(N1C(C1)(C)C)Br)C (P,P-bis(2,2-dimethyl-1-aziridinyl)thiophosphinic bromide), CN(CCCN)C (3-dimethylaminopropyl amine). Run in C1CCOC1 (THF), C1CCOC1 (THF). The product is CC1(N(C1)P(NCCCN(C)C)(=S)N1C(C1)(C)C)C (P,P-bis(2,2-dimethyl-1-aziridinyl)-N-(3-dimethylaminopropyl)thiophosphinic amide). The yield is 35.0%. RXN SMILES: [CH3:1][C:2]1([CH3:13])[CH2:4][N:3]1[P:5](Br)([N:7]1[CH2:9][C:8]1([CH3:11])[CH3:10])=[S:6].[CH3:14][N:15]([CH3:20])[CH2:16][CH2:17][CH2:18][NH2:19]>C1COCC1>[CH3:1][C:2]1([CH3:13])[CH2:4][N:3]1[P:5]([N:7]1[CH2:9][C:8]1([CH3:11])[CH3:10])(=[S:6])[NH:19][CH2:18][CH2:17][CH2:16][N:15]([CH3:20])[CH3:14]. Reported procedure: In a similar manner 0.025 moles of P,P-bis(2,2-dimethyl-1-aziridinyl)thiophosphinic bromide and about 170 ml of THF are treated by dropwise addition with 0.02 moles of 3-dimethylaminopropyl amine in 25 millimeters of THF stirred for several hours at ambient temperature, filtered, concentrated by rotary evaporation, and vacuum distilled to produce about 35% yield of P,P-bis(2,2-dimethyl-1-aziridinyl)-N-(3-dimethylaminopropyl)thiophosphinic amide. The reactants are Cl.O.N1CCC(CC1)=O (4-piperidone monohydrate hydrochloride), C([O-])([O-])=O.[K+].[K+] (potassium carbonate), CC1=C(CBr)C=CC=C1 (2-methyl benzyl bromide). Run in CC#N (CH3CN). Reaction conditions: temperature 0 celsius, time 3.5 hour. The product is crude product, CC1=C(CN2CCC(CC2)=O)C=CC=C1 (N-(2-methylbenzyl)-4-piperidone). Reaction SMILES: Cl.O.[NH:3]1[CH2:8][CH2:7][C:6](=[O:9])[CH2:5][CH2:4]1.C(=O)([O-])[O-].[K+].[K+].[CH3:16][C:17]1[CH:24]=[CH:23][CH:22]=[CH:21][C:18]=1[CH2:19]Br>CC#N>[CH3:16][C:17]1[CH:24]=[CH:23][CH:22]=[CH:21][C:18]=1[CH2:19][N:3]1[CH2:8][CH2:7][C:6](=[O:9])[CH2:5][CH2:4]1 |f:0.1.2,3.4.5|. Reported procedure: To a suspension of 2.00 g of 4-piperidone monohydrate hydrochloride and 5.40 g of potassium carbonate in 30 ml of CH3CN was added dropwise 1.57 ml of 2-methyl benzyl bromide at 0° C. After stirred at 0° C. or 3.5 h, the mixture was stirred at room temperature for an hour. At 0° C., the mixture was quenched with water and extracted with CHCl3. The organic layer was washed with water, aqueous NaOH, and brine, and dried over anhydrous Na2SO4. The organic solvent was evaporated to give the crude pro... Reactants: CCOc1ccc(C(=O)OC)c(S(=O)(=O)N=C=O)c1, ClCCl, COc1cc(OC(F)F)nc(N)n1. Yields the product CCOc1ccc(C(=O)OC)c(S(=O)(=O)NC(=O)Nc2nc(OC)cc(OC(F)F)n2)c1. RXN SMILES: [CH2:14]([CH3:15])[O:16][c:17]1[cH:18][c:19]([S:27](=[O:28])(=[O:29])[N:30]=[C:31]=[O:32])[c:20]([C:21](=[O:22])[O:23][CH3:24])[cH:25][cH:26]1.[Cl:33][CH2:34][Cl:35].[F:1][CH:2]([O:3][c:4]1[n:5][c:6]([NH2:12])[n:7][c:8]([O:10][CH3:11])[cH:9]1)[F:13]>>[F:1][CH:2]([O:3][c:4]1[n:5][c:6]([NH:12][C:31]([NH:30][S:27]([c:19]2[cH:18][c:17]([O:16][CH2:14][CH3:15])[cH:26][cH:25][c:20]2[C:21](=[O:22])[O:23][CH3:24])(=[O:28])=[O:29])=[O:32])[n:7][c:8]([O:10][CH3:11])[cH:9]1)[F:13].